Dataset: the Open Reaction Database (ORD), a public repository of structured organic reaction records. Task: describe an organic reaction: reactants, conditions, products, and yield The reactants are [OH-].[K+] (potassium hydroxide), ClC(CC1=CC=CC=C1)(Cl)Cl (1,1,1-trichloro-2-phenylethane), ClC1(C(C=C)C=CC=C1)OCCCC (2-chloro-2-butoxystyrene). Solvent: C(CCC)O (butanol). The product is C1(=CC=CC=C1)CC(=O)OCCCC (Butyl phenylacetate). RXN SMILES: [OH-:1].[K+].Cl[C:4](Cl)(Cl)[CH2:5][C:6]1[CH:11]=[CH:10][CH:9]=[CH:8][CH:7]=1.Cl[C:15]1([O:23]CCCC)C=CC=C[CH:16]1[CH:17]=[CH2:18]>C(O)CCC>[C:6]1([CH2:5][C:4]([O:23][CH2:15][CH2:16][CH2:17][CH3:18])=[O:1])[CH:11]=[CH:10][CH:9]=[CH:8][CH:7]=1 |f:0.1|. Procedure details: The process of Example 4 was followed, using 45 ml. of butanol, 12.5 g. of potassium hydroxide, and 4.6 g. of 1,1,1-trichloro-2-phenylethane. The reflux was carried on for 8 hours, at 110°. The product was 3.85 g. of rather impure oil, apparently containing some of the 2-chloro-2-butoxystyrene impurity, which was converted to desired product by adding 8 ml. of butanol and 40 ml. of 1 N hydrochloric acid and stirring the mixture for 20 minutes. The layers were separated, and the aqueous was extra... Reactants: compound, O.COC=1C=C(C=C(C1OC)OC)C1CC(C(O1)=NN)=C=O (4-(3,4,5-Trimethoxyphenyl)-carbonyl-γ-butyrolactone hydrazone hydrate), C(C)(=O)O (acetic acid). Run in CN(C=O)C (dimethylformamide). The product is OCC1CC(NN=C1C1=CC(=C(C(=C1)OC)OC)OC)=O (2,3,4,5-Tetrahydro-5-hydroxymethyl-6-(3,4,5-trimethoxy-phenyl)-pyridazin-3-one). RXN SMILES: O.[CH3:2][O:3][C:4]1[CH:5]=[C:6]([CH:14]2[O:18][C:17](=[N:19][NH2:20])[C:16](=C=O)[CH2:15]2)[CH:7]=[C:8]([O:12][CH3:13])[C:9]=1[O:10][CH3:11].[C:23](O)(=[O:25])C>CN(C)C=O>[OH:25][CH2:23][CH:15]1[C:14]([C:6]2[CH:7]=[C:8]([O:12][CH3:13])[C:9]([O:10][CH3:11])=[C:4]([O:3][CH3:2])[CH:5]=2)=[N:20][NH:19][C:17](=[O:18])[CH2:16]1 |f:0.1|. Reported procedure: 7.0 g (0.222 mol) of the compound prepared in section (a) are stirred in 20 ml of dimethylformamide and 1 ml of acetic acid at 80° C. for 5 hours. After the mixture has been concentrated, the residue is taken up in methylene chloride, the methylene chloride mixture is washed with potassium carbonate solution and concentrated and the residue is recrystallised from ethanol. The reactants are CC(C)(C)OC(=O)NCCBr, O=C([O-])[O-], CC#N, N#Cc1ccc(OCCCN2CC3CNCC(C2)O3)cc1, [K+], [K+]. The product is CC(C)(C)OC(=O)NCCN1CC2CN(CCCOc3ccc(C#N)cc3)CC(C1)O2. As a reaction SMILES: [Br:22][CH2:23][CH2:24][NH:25][C:26]([O:27][C:28]([CH3:29])([CH3:30])[CH3:31])=[O:32].[C:33](=[O:34])([O-:35])[O-:36].[CH3:39][C:40]#[N:41].[CH:1]12[CH2:2][N:3]([CH2:10][CH2:11][CH2:12][O:13][c:14]3[cH:15][cH:16][c:17]([C:18]#[N:19])[cH:20][cH:21]3)[CH2:4][CH:5]([CH2:6][NH:7][CH2:8]1)[O:9]2.[K+:37].[K+:38]>>[CH:1]12[CH2:2][N:3]([CH2:10][CH2:11][CH2:12][O:13][c:14]3[cH:15][cH:16][c:17]([C:18]#[N:19])[cH:20][cH:21]3)[CH2:4][CH:5]([CH2:6][N:7]([CH2:23][CH2:24][NH:25][C:26]([O:27][C:28]([CH3:29])([CH3:30])[CH3:31])=[O:32])[CH2:8]1)[O:9]2. Starting materials: C(CCCCN)CCCN (diaminooctane), [H][H] (hydrogen), [H][H] (hydrogen), C(C1=CC=CC=C1)=O (benzaldehyde), Pt2O. Run in C(C)O (ethanol). Product: C1(=CC=CC=C1)CN(CCCCCCCCN)CC1=CC=CC=C1 (N,N-Bis[(phenyl)methyl]-1,8-diaminooctane). As a reaction SMILES: [CH2:1]([CH2:7][CH2:8][CH2:9][NH2:10])[CH2:2][CH2:3][CH2:4][CH2:5][NH2:6].[CH:11](=O)[C:12]1[CH:17]=[CH:16][CH:15]=[CH:14][CH:13]=1.[H][H]>C(O)C>[C:12]1([CH2:11][N:6]([CH2:11][C:12]2[CH:17]=[CH:16][CH:15]=[CH:14][CH:13]=2)[CH2:5][CH2:4][CH2:3][CH2:2][CH2:1][CH2:7][CH2:8][CH2:9][NH2:10])[CH:17]=[CH:16][CH:15]=[CH:14][CH:13]=1. Procedure details: Combine 14.4 gm of diaminooctane, 20.3 ml of benzaldehyde and 0.66 gm of Pt2O in 100 ml of ethanol. Treat the resulting mixture with hydrogen at 45 lbs./sq.in. until no further hydrogen is taken up. Filter, evaporate the solvent (in vacuo), and distill the rendered material to obtain 25.5 gm of the desired product, bp 185°-190° C. at 0.1 mm. The reactants are resultant solution, NC=1SC=C(N1)C(C(=O)OCC)=NOCC1=CC=CC=C1 (ethyl 2-(2-aminothiazol-4-yl)-2-benzyloxyiminoacetate), [OH-].[Na+] (sodium hydroxide), CO (methanol), Cl (hydrochloric acid). Run in O1CCCC1 (tetrahydrofuran). Conditions: time 12 hour. The product is NC=1SC=C(N1)C(C(=O)O)=NOCC1=CC=CC=C1 (2-(2-aminothiazol-4-yl)-2-benzyloxyiminoacetic acid). Isolated yield 36.2%. RXN SMILES: [NH2:1][C:2]1[S:3][CH:4]=[C:5]([C:7](=[N:13][O:14][CH2:15][C:16]2[CH:21]=[CH:20][CH:19]=[CH:18][CH:17]=2)[C:8]([O:10]CC)=[O:9])[N:6]=1.[OH-].[Na+].CO.Cl>O1CCCC1>[NH2:1][C:2]1[S:3][CH:4]=[C:5]([C:7](=[N:13][O:14][CH2:15][C:16]2[CH:21]=[CH:20][CH:19]=[CH:18][CH:17]=2)[C:8]([OH:10])=[O:9])[N:6]=1 |f:1.2|. Procedure details: A mixture of ethyl 2-(2-aminothiazol-4-yl)-2-benzyloxyiminoacetate (syn isomer, 35 g.), 1N aqueous sodium hydroxide (172 ml.), methanol (150 ml.) and tetrahydrofuran (150 ml.) was stirred at 35° to 40° C. for 9 hours and at room temperature for 12 hours. After adjusted the resultant solution to pH 6.5 with conc. hydrochloric acid, the solution was concentrated to about 2/3 volume of the initial. The concentrate was adjusted to pH 3.5 with conc. hydrochloric acid under ice cooling, and the precip... Starting materials: C1(C=2C(C(N1CC(CCC(CC)=O)=O)=O)=CC=CC2)=O (7-phthalimido-3,6-heptanedione), Cl.COC(CN)=O (glycine methyl ester hydrochloride), C(C)(=O)[O-].[Na+] (sodium acetate). Run in C1(CCCCC1)O (cyclohexanol). Product: COC(=O)CN1C(=CC=C1CC)CN1C(C=2C(C1=O)=CC=CC2)=O (1-(Methoxycarbonyl-methyl)-2-(phthalimido-methyl)-5-ethylpyrrole). Reaction SMILES: [C:1]1(=[O:20])[N:5]([CH2:6][C:7](=O)[CH2:8][CH2:9][C:10](=O)[CH2:11][CH3:12])[C:4](=[O:15])[C:3]2=[CH:16][CH:17]=[CH:18][CH:19]=[C:2]12.Cl.[CH3:22][O:23][C:24](=[O:27])[CH2:25][NH2:26].C([O-])(=O)C.[Na+]>C1(O)CCCCC1>[CH3:22][O:23][C:24]([CH2:25][N:26]1[C:10]([CH2:11][CH3:12])=[CH:9][CH:8]=[C:7]1[CH2:6][N:5]1[C:4](=[O:15])[C:3]2=[CH:16][CH:17]=[CH:18][CH:19]=[C:2]2[C:1]1=[O:20])=[O:27] |f:1.2,3.4|. Procedure: 6.8 g (0.025 mol) of 7-phthalimido-3,6-heptanedione, 3.5 g (0.028 mol) of glycine methyl ester hydrochloride and 2.3 g (0.028 mol) of sodium acetate are stirred in 150 ml of cyclohexanol at 60° C. for 13 hours and the mixture is worked up as in Example 22. The reactants are FC(C(=O)O)(F)F (trifluoroacetic acid), O=C1N(C(CC1)=O)OC([C@H](CCC(=O)OCC1=CC=CC=C1)NC(CCCCCCCCCCCCCCC(=O)OCC1=CC=CC=C1)=O)=O ((S)-2-(15-benzyloxycarbonyl-pentadecanoylamino)-pentanedioic acid 5-benzyl ester 1-(2,5-dioxo-pyrrolidin-1-yl) ester), CC(=O)C (acetone), [H][H] (hydrogen). The reagents and catalysts are [Pd] (Palladium on carbon). Conditions: temperature 20 celsius. Product: O=C1N(C(CC1)=O)OC(CC[C@@H](C(=O)O)NC(CCCCCCCCCCCCCCC(=O)O)=O)=O ((S)-2-(15-carboxy-pentadecanoylamino)-pentanedioic acid 5-(2,5-dioxo-pyrrolidin-1-yl) ester). Reaction SMILES: O=C1CCC(=O)N1[O:8][C:9](=[O:50])[C@@H:10]([NH:23][C:24](=[O:49])[CH2:25][CH2:26][CH2:27][CH2:28][CH2:29][CH2:30][CH2:31][CH2:32][CH2:33][CH2:34][CH2:35][CH2:36][CH2:37][CH2:38][C:39]([O:41]CC1C=CC=CC=1)=[O:40])[CH2:11]CC(OCC1C=CC=CC=1)=O.F[C:52](F)(F)[C:53]([OH:55])=[O:54].[H][H].C[C:61]([CH3:63])=[O:62]>[Pd]>[O:49]=[C:24]1[CH2:25][CH2:63][C:61](=[O:62])[N:23]1[O:55][C:53](=[O:54])[CH2:52][CH2:11][C@H:10]([NH:23][C:24](=[O:49])[CH2:25][CH2:26][CH2:27][CH2:28][CH2:29][CH2:30][CH2:31][CH2:32][CH2:33][CH2:34][CH2:35][CH2:36][CH2:37][CH2:38][C:39]([OH:41])=[O:40])[C:9]([OH:50])=[O:8]. Procedure: (S)-2-(15-benzyloxycarbonyl-pentadecanoylamino)-pentanedioic acid 5-benzyl ester 1-(2,5-dioxo-pyrrolidin-1-yl) ester (5.0 g, 7.3 mmol) was dissolved in acetone (95 ml) containing trifluoroacetic acid (95 μl). Palladium on carbon, 10% (0.50 g) was added. Under stirring at 30-35° C. hydrogen was added. When the consumption of hydrogen stopped the reaction mixture was filtered. The filtrate was cooled to 20° C. and n-heptane (140 ml) was added over a period of 15-30 minutes. The resulting suspensio... The reactants are C(C)N(C=1SC=C(N1)C(=O)OCC)CC (ethyl 2-diethylaminothiazole-4-carboxylate), [H-].[Al+3].[Li+].[H-].[H-].[H-] (lithium aluminum hydride). Run in O1CCCC1 (tetrahydrofuran). Yields the product C(C)N(C=1SC=C(N1)CO)CC (2-diethylaminothiazol-4-ylmethanol). As a reaction SMILES: [CH2:1]([N:3]([CH2:14][CH3:15])[C:4]1[S:5][CH:6]=[C:7]([C:9](OCC)=[O:10])[N:8]=1)[CH3:2].[H-].[Al+3].[Li+].[H-].[H-].[H-]>O1CCCC1>[CH2:14]([N:3]([CH2:1][CH3:2])[C:4]1[S:5][CH:6]=[C:7]([CH2:9][OH:10])[N:8]=1)[CH3:15] |f:1.2.3.4.5.6|. Procedure: The reaction described in Preparation 15 was then repeated, but using 1.9 g of the above ester, 0.31 g of lithium aluminum hydride, and 40 ml of tetrahydrofuran, giving 2-diethylaminothiazol-4-ylmethanol as colorless prisms. Starting materials: ClC1=C2C(=NC=C1)C=C(S2)C(=O)[O-].[Li+] (lithium 7-chlorothieno[3,2-b]pyridine-2-carboxylate), FC1CNC[C@H]1OC ((4R)-3-fluoro-4-methoxypyrrolidine). Yields the product ClC1=C2C(=NC=C1)C=C(S2)C(=O)N2CC([C@@H](C2)OC)F (7-Chloro-2-{[(4R)-3-fluoro-4-methoxypyrrolidin-1-yl]carbonyl}thieno [3,2-b]pyridine). As a reaction SMILES: [Cl:1][C:2]1[CH:7]=[CH:6][N:5]=[C:4]2[CH:8]=[C:9]([C:11]([O-:13])=O)[S:10][C:3]=12.[Li+].[F:15][CH:16]1[C@H:20]([O:21][CH3:22])[CH2:19][NH:18][CH2:17]1>>[Cl:1][C:2]1[CH:7]=[CH:6][N:5]=[C:4]2[CH:8]=[C:9]([C:11]([N:18]3[CH2:19][C@@H:20]([O:21][CH3:22])[CH:16]([F:15])[CH2:17]3)=[O:13])[S:10][C:3]=12 |f:0.1|. Procedure details: This material was prepared by the coupling of lithium 7-chlorothieno[3,2-b]pyridine-2-carboxylate and (4R)-3-fluoro-4-methoxypyrrolidine in a manner as previously described for Example 1(a), step (iv). 1H NMR (CD3OD) δ 8.57 (1H, d, J=5.1 Hz), 7.94 (1H, d, J=7.2 Hz), 7.48 (1H, d, J=5.1 Hz), 5.27-5.05 (1H, m), 4.18-3.93 (4H, m), 3.78-3.75 (1H, m), 3.35 (3H, d, J=14.1 Hz). ESIMS (MH+): 315.05